Dataset: the Open Reaction Database (ORD), a public repository of structured organic reaction records. Task: describe an organic reaction: reactants, conditions, products, and yield Reactants: Intermediate 157, C(=O)(O)CCCN([C@@H](C(C)C)C(=O)N[C@@H](C(C)C)C(=O)N(C)[C@H]([C@@H](CC(=O)N1[C@@H](CCC1)[C@@H]([C@H](C(=O)N[C@H](C(=O)NCC1=CC=CC=C1)CC1=CNC2=CC=CC=C12)C)OC)OC)[C@H](CC)C)C (N-(3-carboxypropyl)-N-methyl-L-valyl-N-[(3R,4S,5S)-1-{(2S)-2-[(1R,2R)-3-{[(2S)-1-(benzylamino)-3-(1H-indol-3-yl)-1-oxopropan-2-yl]amino}-1-methoxy-2-methyl-3-oxopropyl]pyrrolidin-1-yl}-3-methoxy-5-methyl-1-oxoheptan-4-yl]-N-methyl-L-valinamide), O=C1N(C(C=C1)=O)CCCCCC(=O)NN (6-(2,5-dioxo-2,5-dihydro-1H-pyrrol-1-yl)hexanehydrazide). Yields the product O=C1N(C(C=C1)=O)CCCCCC(=O)NNC(CCCN([C@@H](C(C)C)C(=O)N[C@@H](C(C)C)C(=O)N(C)[C@H]([C@@H](CC(=O)N1[C@@H](CCC1)[C@@H]([C@H](C(=O)N[C@H](C(=O)NCC1=CC=CC=C1)CC1=CNC2=CC=CC=C12)C)OC)OC)[C@H](CC)C)C)=O (N-(4-{2-[6-(2,5-dioxo-2,5-dihydro-1H-pyrrol-1-yl)hexanoyl]hydrazino}-4-oxobutyl)-N-methyl-L-valyl-N-[(3R,4S,5S)-1-{(2S)-2-[(1R,2R)-3-{[(2S)-1-(benzylamino)-3-(1H-indol-3-yl)-1-oxopropan-2-yl]amino}-1-methoxy-2-methyl-3-oxopropyl]pyrrolidin-1-yl}-3-methoxy-5-methyl-1-oxoheptan-4-yl]-N-methyl-L-valinamide). As a reaction SMILES: [C:1]([CH2:4][CH2:5][CH2:6][N:7]([CH3:68])[C@H:8]([C:12]([NH:14][C@H:15]([C:19]([N:21]([C@@H:23]([C@@H:64]([CH3:67])[CH2:65][CH3:66])[C@H:24]([O:62][CH3:63])[CH2:25][C:26]([N:28]1[CH2:32][CH2:31][CH2:30][C@H:29]1[C@H:33]([O:60][CH3:61])[C@@H:34]([CH3:59])[C:35]([NH:37][C@@H:38]([CH2:49][C:50]1[C:58]2[C:53](=[CH:54][CH:55]=[CH:56][CH:57]=2)[NH:52][CH:51]=1)[C:39]([NH:41][CH2:42][C:43]1[CH:48]=[CH:47][CH:46]=[CH:45][CH:44]=1)=[O:40])=[O:36])=[O:27])[CH3:22])=[O:20])[CH:16]([CH3:18])[CH3:17])=[O:13])[CH:9]([CH3:11])[CH3:10])(O)=[O:2].[O:69]=[C:70]1[CH:74]=[CH:73][C:72](=[O:75])[N:71]1[CH2:76][CH2:77][CH2:78][CH2:79][CH2:80][C:81]([NH:83][NH2:84])=[O:82]>>[O:75]=[C:72]1[CH:73]=[CH:74][C:70](=[O:69])[N:71]1[CH2:76][CH2:77][CH2:78][CH2:79][CH2:80][C:81]([NH:83][NH:84][C:1](=[O:2])[CH2:4][CH2:5][CH2:6][N:7]([CH3:68])[C@H:8]([C:12]([NH:14][C@H:15]([C:19]([N:21]([C@@H:23]([C@@H:64]([CH3:67])[CH2:65][CH3:66])[C@H:24]([O:62][CH3:63])[CH2:25][C:26]([N:28]1[CH2:32][CH2:31][CH2:30][C@H:29]1[C@H:33]([O:60][CH3:61])[C@@H:34]([CH3:59])[C:35]([NH:37][C@@H:38]([CH2:49][C:50]1[C:58]2[C:53](=[CH:54][CH:55]=[CH:56][CH:57]=2)[NH:52][CH:51]=1)[C:39]([NH:41][CH2:42][C:43]1[CH:44]=[CH:45][CH:46]=[CH:47][CH:48]=1)=[O:40])=[O:36])=[O:27])[CH3:22])=[O:20])[CH:16]([CH3:17])[CH3:18])=[O:13])[CH:9]([CH3:11])[CH3:10])=[O:82]. Procedure details: This compound was prepared in analogy to the synthesis described in Intermediate 157, from 20 mg (21 μmol) of N-(3-carboxypropyl)-N-methyl-L-valyl-N-[(3R,4S,5S)-1-{(2S)-2-[(1R,2R)-3-{[(2S)-1-(benzylamino)-3-(1H-indol-3-yl)-1-oxopropan-2-yl]amino}-1-methoxy-2-methyl-3-oxopropyl]pyrrolidin-1-yl}-3-methoxy-5-methyl-1-oxoheptan-4-yl]-N-methyl-L-valinamide and commercially available 6-(2,5-dioxo-2,5-dihydro-1H-pyrrol-1-yl)hexanehydrazide. Starting materials: CCOC(=O)CBr, O=C([O-])[O-], CCc1ncc[nH]1, CC(C)=O, [K+], [K+]. The product is CCOC(=O)Cn1ccnc1CC. As a reaction SMILES: [Br:8][CH2:9][C:10](=[O:11])[O:12][CH2:13][CH3:14].[C:15](=[O:16])([O-:17])[O-:18].[CH2:1]([CH3:2])[c:3]1[nH:4][cH:5][cH:6][n:7]1.[CH3:21][C:22](=[O:23])[CH3:24].[K+:19].[K+:20]>>[CH2:1]([CH3:2])[c:3]1[n:4]([CH2:9][C:10](=[O:11])[O:12][CH2:13][CH3:14])[cH:5][cH:6][n:7]1. The reactants are CN(C)S(=O)(=O)c1cc([N+](=O)[O-])c(N)cc1-n1ccc(=O)cc1, CCO, Cl, [Fe], O. The product is CN(C)S(=O)(=O)c1cc(N)c(N)cc1-n1ccc(=O)cc1. As a reaction SMILES: [CH3:1][N:2]([S:3](=[O:4])(=[O:5])[c:6]1[c:7](-[n:16]2[cH:17][cH:18][c:19](=[O:22])[cH:20][cH:21]2)[cH:8][c:9]([NH2:10])[c:11]([N+:13]([O-:14])=[O:15])[cH:12]1)[CH3:23].[CH3:27][CH2:28][OH:29].[ClH:25].[Fe:26].[OH2:24]>>[CH3:1][N:2]([S:3](=[O:4])(=[O:5])[c:6]1[c:7](-[n:16]2[cH:17][cH:18][c:19](=[O:22])[cH:20][cH:21]2)[cH:8][c:9]([NH2:10])[c:11]([NH2:13])[cH:12]1)[CH3:23].